Dataset: the Open Reaction Database (ORD), a public repository of structured organic reaction records. Task: describe an organic reaction: reactants, conditions, products, and yield Starting materials: FC=1C(=NC=CC1)C1(CCC1)CN(C(OC(C)(C)C)=O)C=1N=NC(=CC1)C=C (t-Butyl (1-(3-fluoropyridin-2-yl)cyclobutyl)methyl(6-vinylpyridazin-3-yl)carbamate), O1CCOCC1 (dioxane), I(=O)(=O)(=O)[O-].[Na+] (sodium periodate). The reagents and catalysts are [Os](=O)(=O)(=O)=O (osmium tetraoxide). Solvent: O (H2O). Run at time 2 hour. Yields the product FC=1C(=NC=CC1)C1(CCC1)CN(C(OC(C)(C)C)=O)C=1N=NC(=CC1)C=O (t-Butyl (1-(3-fluoropyridin-2-yl)cyclobutyl)methyl(6-formylpyridazin-3-yl)carbamate). Yield: 41.0%. As a reaction SMILES: [F:1][C:2]1[C:3]([C:8]2([CH2:12][N:13]([C:21]3[N:22]=[N:23][C:24]([CH:27]=C)=[CH:25][CH:26]=3)[C:14](=[O:20])[O:15][C:16]([CH3:19])([CH3:18])[CH3:17])[CH2:11][CH2:10][CH2:9]2)=[N:4][CH:5]=[CH:6][CH:7]=1.[O:29]1CCOCC1.I([O-])(=O)(=O)=O.[Na+]>O.[Os](=O)(=O)(=O)=O>[F:1][C:2]1[C:3]([C:8]2([CH2:12][N:13]([C:21]3[N:22]=[N:23][C:24]([CH:27]=[O:29])=[CH:25][CH:26]=3)[C:14](=[O:20])[O:15][C:16]([CH3:18])([CH3:17])[CH3:19])[CH2:11][CH2:10][CH2:9]2)=[N:4][CH:5]=[CH:6][CH:7]=1 |f:2.3|. Procedure details: t-Butyl (1-(3-fluoropyridin-2-yl)cyclobutyl)methyl(6-vinylpyridazin-3-yl)carbamate (3.4 g, 8.84 mmol) was added as a dioxane (100 mL) solution to a mixture of sodium periodate (10.8 g, 50.5 mmol) and 4% osmium tetraoxide solution (6.5 mL) in H2O (30 mL) at 0° C. The reaction was stirred for 2 h. The reaction mixture was filtered through a pad of celite and washed with EtOAc. The organic layer was washed with satd. aq. NaHCO3, brine and dried over sodium sulfate, filtered, and concentrated. Silic...